Dataset: the Open Reaction Database (ORD), a public repository of structured organic reaction records. Task: describe an organic reaction: reactants, conditions, products, and yield Reactants: FC(C(C(=O)O)(C)O)(F)F (3,3,3-trifluoro-2-hydroxy-2-methylpropanoic acid), S(=O)(Cl)Cl (thionyl chloride), O (water), NC1=C(C=C(C(=O)C2=CC=CC=C2)C=C1)F (4-Amino-3-fluorobenzophenone). Solvent: CN(C(C)=O)C (N,N-dimethylacetamide). Reaction conditions: time 1 hour. Yields the product C(C1=CC=CC=C1)(=O)C1=CC(=C(C=C1)NC(C(C(F)(F)F)(C)O)=O)F (N-(4-Benzoyl-2-fluorophenyl)-3,3,3-trifluoro-2-hydroxy-2-methylpropanamide). The yield is 82.2%. Reaction SMILES: [F:1][C:2]([F:10])([F:9])[C:3]([OH:8])([CH3:7])[C:4](O)=[O:5].S(Cl)(Cl)=O.[NH2:15][C:16]1[CH:29]=[CH:28][C:19]([C:20]([C:22]2[CH:27]=[CH:26][CH:25]=[CH:24][CH:23]=2)=[O:21])=[CH:18][C:17]=1[F:30].O>CN(C)C(=O)C>[C:20]([C:19]1[CH:28]=[CH:29][C:16]([NH:15][C:4](=[O:5])[C:3]([OH:8])([CH3:7])[C:2]([F:10])([F:9])[F:1])=[C:17]([F:30])[CH:18]=1)(=[O:21])[C:22]1[CH:23]=[CH:24][CH:25]=[CH:26][CH:27]=1. Procedure: To a solution of 3,3,3-trifluoro-2-hydroxy-2-methylpropanoic acid (4.51 g) in N,N-dimethylacetamide (60 mL) at -20° C. was added thionyl chloride (3.39 g) and the mixture was allowed to stir at -10° to -15° C. for 1 hour. 4-Amino-3-fluorobenzophenone (4.00 g) was added in one portion and the reaction mixture was stirred at room temperature overnight. The mixture was poured into water and the aqueous solution was decanted. The remaining oily precipitate was dissolved in dichloromethane, dried, an... Reactants: CC(C)(C)c1ccc(C=O)cc1, C1CCOC1, CC(C)[N-]C(C)C, COc1ccc(C(C)=O)cc1, [Cl-], [Li+], [NH4+]. The product is COc1ccc(C(=O)CC(O)c2ccc(C(C)(C)C)cc2)cc1. Reaction SMILES: [C:20]([CH3:21])([CH3:22])([CH3:23])[c:24]1[cH:25][cH:26][c:27]([CH:28]=[O:29])[cH:30][cH:31]1.[CH2:34]1[O:35][CH2:36][CH2:37][CH2:38]1.[CH3:2][CH:3]([N-:4][CH:5]([CH3:6])[CH3:7])[CH3:8].[CH3:9][O:10][c:11]1[cH:12][cH:13][c:14]([C:17]([CH3:18])=[O:19])[cH:15][cH:16]1.[Cl-:32].[Li+:1].[NH4+:33]>>[CH3:9][O:10][c:11]1[cH:12][cH:13][c:14]([C:17]([CH2:18][CH:28]([c:27]2[cH:26][cH:25][c:24]([C:20]([CH3:21])([CH3:22])[CH3:23])[cH:31][cH:30]2)[OH:29])=[O:19])[cH:15][cH:16]1. Starting materials: ClC1=NN=C2N1N=C(C=C2)N (3-chloro[1,2,4]triazolo[4,3-b]pyridazin-6-amine), C(C(C)(C)C)(=O)Cl (pivaloyl chloride), C(C(C)(C)C)(=O)Cl (pivaloyl chloride). Solvent: N1=CC=CC=C1 (pyridine). Run at temperature 20 celsius, time 5 hour. The product is ClC1=NN=C2N1N=C(C=C2)NC(C(C)(C)C)=O (N-(3-chloro[1,2,4]triazolo[4,3-b]pyridazin-6-yl)-2,2-dimethylpropanamide). RXN SMILES: [Cl:1][C:2]1[N:6]2[N:7]=[C:8]([NH2:11])[CH:9]=[CH:10][C:5]2=[N:4][N:3]=1.[C:12](Cl)(=[O:17])[C:13]([CH3:16])([CH3:15])[CH3:14]>N1C=CC=CC=1>[Cl:1][C:2]1[N:6]2[N:7]=[C:8]([NH:11][C:12](=[O:17])[C:13]([CH3:16])([CH3:15])[CH3:14])[CH:9]=[CH:10][C:5]2=[N:4][N:3]=1. Procedure: A mixture of 193 mg of 3-chloro[1,2,4]triazolo[4,3-b]pyridazin-6-amine and 0.14 cm3 of pivaloyl chloride in 5 cm3 of pyridine is stirred for 5 h at 20° C. 0.14 cm3 of pivaloyl chloride is again added and the mixture is left to stir overnight. The reaction medium obtained is concentrated to dryness under vacuum. The residue is washed with ethyl ether and pentane. The precipitate is taken up in a solution of ammonium chloride and then extracted with a 90/10 ethyl acetate/methanol mixture. The orga... Reactants: C[Si](C)(C)CCOCn1cc(C#N)nc1C(=O)[O-], CC(C)c1ccc(N)c(C2=CCCCC2)c1, CCOC(C)=O, CCN(C(C)C)C(C)C, [K+], CN(C)C=O. The product is CC(C)c1ccc(NC(=O)c2nc(C#N)cn2COCC[Si](C)(C)C)c(C2=CCCCC2)c1. RXN SMILES: [C:18](#[N:19])[c:20]1[n:21][c:22]([C:33](=[O:34])[O-:35])[n:23]([CH2:25][O:26][CH2:27][CH2:28][Si:29]([CH3:30])([CH3:31])[CH3:32])[cH:24]1.[C:1]1([c:7]2[c:8]([NH2:16])[cH:9][cH:10][c:11]([CH:13]([CH3:14])[CH3:15])[cH:12]2)=[CH:2][CH2:3][CH2:4][CH2:5][CH2:6]1.[CH3:45][CH2:46][O:47][C:48]([CH3:49])=[O:50].[CH:36]([N:37]([CH2:38][CH3:39])[CH:40]([CH3:41])[CH3:42])([CH3:43])[CH3:44].[K+:17].[O:51]=[CH:52][N:53]([CH3:54])[CH3:55]>>[C:1]1([c:7]2[c:8]([NH:16][C:33]([c:22]3[n:21][c:20]([C:18]#[N:19])[cH:24][n:23]3[CH2:25][O:26][CH2:27][CH2:28][Si:29]([CH3:30])([CH3:31])[CH3:32])=[O:34])[cH:9][cH:10][c:11]([CH:13]([CH3:14])[CH3:15])[cH:12]2)=[CH:2][CH2:3][CH2:4][CH2:5][CH2:6]1. The reactants are OC1=CC2=C(OC(=CO2)C(=O)N2CCN(CC2)C(C2=CC=C(C=C2)F)C2=CC=C(C=C2)F)C=C1 (6-Hydroxy-2-{4-[bis-(4-fluorophenyl)methyl]piperazin-1-ylcarbonyl}-1,4-benzodioxin), C(C)(=O)OC(C)=O (acetic anhydride), C(O)([O-])=O.[Na+] (sodium hydrogen carbonate). The solvent is N1=CC=CC=C1 (pyridine). Run at time 1 hour. Product: C(C)(=O)OC1=CC2=C(OC(=CO2)C(=O)N2CCN(CC2)C(C2=CC=C(C=C2)F)C2=CC=C(C=C2)F)C=C1 (6-Acetoxy-2-{4-[bis(4-fluorophenyl)methyl]piperazin-1-ylcarbonyl}-1,4-benzodioxin). Yield: 92.0%. RXN SMILES: [OH:1][C:2]1[CH:34]=[CH:33][C:5]2[O:6][C:7]([C:10]([N:12]3[CH2:17][CH2:16][N:15]([CH:18]([C:26]4[CH:31]=[CH:30][C:29]([F:32])=[CH:28][CH:27]=4)[C:19]4[CH:24]=[CH:23][C:22]([F:25])=[CH:21][CH:20]=4)[CH2:14][CH2:13]3)=[O:11])=[CH:8][O:9][C:4]=2[CH:3]=1.[C:35](OC(=O)C)(=[O:37])[CH3:36].C(=O)([O-])O.[Na+]>N1C=CC=CC=1>[C:35]([O:1][C:2]1[CH:34]=[CH:33][C:5]2[O:6][C:7]([C:10]([N:12]3[CH2:13][CH2:14][N:15]([CH:18]([C:26]4[CH:31]=[CH:30][C:29]([F:32])=[CH:28][CH:27]=4)[C:19]4[CH:20]=[CH:21][C:22]([F:25])=[CH:23][CH:24]=4)[CH2:16][CH2:17]3)=[O:11])=[CH:8][O:9][C:4]=2[CH:3]=1)(=[O:37])[CH3:36] |f:2.3|. Procedure: Dissolve 0.5 g (1.07 mmol) of the compound obtained in Example 1 at 0° C. in 0.255 ml (2.7 mmol) of acetic anhydride under an inert atmosphere. Add 2 volumes of pyridine (0.5 10 ml) and continue stirring while returning to room temperature for a period of 1 h 30. Neutralise with a saturated sodium hydrogen carbonate solution. After extraction with ether (2×25 ml), the product is purified by chromatography on a silica column (eluant:ethyl acetate/petroleum ether, 20:80) and obtained in pure form ... Starting materials: BrCCOC(C)=O (bromoethylacetate), C([O-])([O-])=O.[K+].[K+] (potassium carbonate), OC1CCNCC1 (4-hydroxypiperidine). The solvent is O1CCCC1 (tetrahydrofuran). Reaction conditions: time 8 hour. Yields the product C(C)OC(CN1CCC(CC1)O)=O ((4-Hydroxy-piperidin-1-yl)-acetic Acid Ethyl Ester). Isolated yield 83.0%. RXN SMILES: Br[CH2:2][CH2:3][O:4][C:5](=[O:7])[CH3:6].C(=O)([O-])[O-].[K+].[K+].[OH:14][CH:15]1[CH2:20][CH2:19][NH:18][CH2:17][CH2:16]1>O1CCCC1>[CH2:3]([O:4][C:5](=[O:7])[CH2:6][N:18]1[CH2:19][CH2:20][CH:15]([OH:14])[CH2:16][CH2:17]1)[CH3:2] |f:1.2.3|. Procedure details: To a solution of bromoethylacetate, 3.3 mL (30.0 mmol) in 100 mL of tetrahydrofuran was added 4.2 g (30.0 mmol) of potassium carbonate and 3.0 mL (30.0 mmol) of 4-hydroxypiperidine. The reaction mixture stirred overnight at rt. and was concentrated to dryness. The residue was partitioned between 20% isopropanol/chloroform and saturated aqueous NaHCO3. The mixture was washed with saturated NaHCO3, washed with brine, dried over Na2SO4, filtered and concentrated to dryness to give 4.65 g (83%) of t...